From a dataset of the Open Reaction Database (ORD), a public repository of structured organic reaction records. describe an organic reaction: reactants, conditions, products, and yield Reactants: CN(CCCl)C (2-dimethylaminoethyl chloride), O[C@H]1C(NC2=C3C(S[C@H]1C1=CC=C(C=C1)OC)=CC=CC3=CC=C2)=O ((±)-cis-2,3-dihydro-3-hydroxy2-(4-methoxyphenyl)naphtho[1,8-bc]-1,5-thiazocin-4(5H)-one), C([O-])([O-])=O.[K+].[K+] (potassium carbonate), CN(CCCl)C (2-dimethylaminoethyl chloride). The solvent is C(C)(=O)OCC (ethyl acetate). The product is CN(CCN1C2=C3C(S[C@H]([C@H](C1=O)O)C1=CC=C(C=C1)OC)=CC=CC3=CC=C2)C ((±)-cis-2,3-dihydro-5-[2-(dimethylamino)ethyl]-3-hydroxy-2-(4-methoxyphenyl)naphtho[1,8-bc]-1,5-thiazocin-4(5H)- one). Isolated yield 90.7%. Reaction SMILES: [OH:1][C@@H:2]1[C@H:9]([C:10]2[CH:15]=[CH:14][C:13]([O:16][CH3:17])=[CH:12][CH:11]=2)[S:8][C:7]2=[CH:18][CH:19]=[CH:20][C:21]3=[CH:22][CH:23]=[CH:24][C:5](=[C:6]23)[NH:4][C:3]1=[O:25].C(=O)([O-])[O-].[K+].[K+].[CH3:32][N:33]([CH3:37])[CH2:34][CH2:35]Cl>C(OCC)(=O)C>[CH3:32][N:33]([CH3:37])[CH2:34][CH2:35][N:4]1[C:3](=[O:25])[C@H:2]([OH:1])[C@H:9]([C:10]2[CH:15]=[CH:14][C:13]([O:16][CH3:17])=[CH:12][CH:11]=2)[S:8][C:7]2=[CH:18][CH:19]=[CH:20][C:21]3=[CH:22][CH:23]=[CH:24][C:5]1=[C:6]23 |f:1.2.3|. Reported procedure: A mixture of 1.1 g of (±)-cis-2,3-dihydro-3-hydroxy2-(4-methoxyphenyl)naphtho[1,8-bc]-1,5-thiazocin-4(5H)-one, 0.48 g of powdered potassium carbonate and 0.425 g of 2-dimethylaminoethyl chloride in 25 mL of ethyl acetate was stirred and heated at reflux for 3 hours, then twice an additional 0.10 g of 2-dimethylaminoethyl chloride was added at 3 hour intervals. The mixture was heated at reflux for a total of 17 hours then was cooled to room temperature and filtered. The filtrate was diluted with ... The reactants are CCN(C(C)C)C(C)C, c1ccc(N2CCNCC2)cc1, CCCc1cc(CCC=O)n(-c2ccccc2)n1. Yields the product CCCc1cc(CCCN2CCN(c3ccccc3)CC2)n(-c2ccccc2)n1. RXN SMILES: [CH:31]([N:32]([CH2:33][CH3:34])[CH:35]([CH3:36])[CH3:37])([CH3:38])[CH3:39].[c:19]1([N:25]2[CH2:26][CH2:27][NH:28][CH2:29][CH2:30]2)[cH:20][cH:21][cH:22][cH:23][cH:24]1.[c:1]1(-[n:7]2[n:8][c:9]([CH2:16][CH2:17][CH3:18])[cH:10][c:11]2[CH2:12][CH2:13][CH:14]=[O:15])[cH:2][cH:3][cH:4][cH:5][cH:6]1>>[c:1]1(-[n:7]2[n:8][c:9]([CH2:16][CH2:17][CH3:18])[cH:10][c:11]2[CH2:12][CH2:13][CH2:14][N:28]2[CH2:27][CH2:26][N:25]([c:19]3[cH:20][cH:21][cH:22][cH:23][cH:24]3)[CH2:30][CH2:29]2)[cH:2][cH:3][cH:4][cH:5][cH:6]1. Starting materials: resultant mixture, [OH-].[Na+] (sodium hydroxide), ClC1=CC(=CC=C1)C(=O)OO (3-Chloroperbenzoic acid), Cl.FC1=CC=C(C=C1)SC1CCNCC1 (4-[(4-fluorophenyl)thio]piperidine hydrochloride), S([O-])(O)=O.[Na+] (sodium bisulfite). Solvent: C(Cl)(Cl)Cl (chloroform). Run at time 45 minute. Yields the product Cl.FC1=CC=C(C=C1)S(=O)C1CCNCC1 (4-[(4-fluorophenyl)sulfinyl]piperidine hydrochloride). As a reaction SMILES: [Cl:1]C1C=CC=C(C(OO)=[O:9])C=1.Cl.[F:13][C:14]1[CH:19]=[CH:18][C:17]([S:20][CH:21]2[CH2:26][CH2:25][NH:24][CH2:23][CH2:22]2)=[CH:16][CH:15]=1.S(=O)(O)[O-].[Na+].[OH-].[Na+]>C(Cl)(Cl)Cl>[ClH:1].[F:13][C:14]1[CH:15]=[CH:16][C:17]([S:20]([CH:21]2[CH2:26][CH2:25][NH:24][CH2:23][CH2:22]2)=[O:9])=[CH:18][CH:19]=1 |f:1.2,3.4,5.6,8.9|. Reported procedure: 3-Chloroperbenzoic acid (0.96 g) was slowly added to a stirred solution of 4-[(4-fluorophenyl)thio]piperidine hydrochloride (I.2g) in chloroform (60 ml) under ice-cooling over a period of 5 minutes and the mixture was stirred at the same temperature for 45 minutes. After being treated with sodium bisulfite solution under ice-cooling, the resultant mixture was adjusted to alkaline pH with 20% sodium hydroxide solution. The chloroform layer was separated and the aqueous layer was extracted three t... Product: O=C(O)C1=Cc2cc(-c3ccc(Cl)c(Cl)c3)ccc2S(=O)(=O)CC1. RXN SMILES: [CH3:27][O:28][CH2:29][CH2:30][O:31][CH3:32].[Cl:1][c:2]1[cH:3][c:4](-[c:9]2[cH:10][cH:11][c:12]3[c:13]([cH:25]2)[CH:14]=[C:15]([C:21](=[O:22])[O:23][CH3:24])[CH2:16][CH2:17][S:18]3(=[O:19])=[O:20])[cH:5][cH:6][c:7]1[Cl:8].[ClH:26]>>[Cl:1][c:2]1[cH:3][c:4](-[c:9]2[cH:10][cH:11][c:12]3[c:13]([cH:25]2)[CH:14]=[C:15]([C:21](=[O:22])[OH:23])[CH2:16][CH2:17][S:18]3(=[O:19])=[O:20])[cH:5][cH:6][c:7]1[Cl:8]. Reactants: COCCOC, COC(=O)C1=Cc2cc(-c3ccc(Cl)c(Cl)c3)ccc2S(=O)(=O)CC1, Cl. The reactants are CO, COc1ccc(C#N)nc1OC, Cl, [H][H]. The product is COc1ccc(CN)nc1OC. As a reaction SMILES: [CH3:16][OH:17].[CH3:1][O:2][c:3]1[n:4][c:5]([C:11]#[N:12])[cH:6][cH:7][c:8]1[O:9][CH3:10].[ClH:13].[H:14][H:15]>>[CH3:1][O:2][c:3]1[n:4][c:5]([CH2:11][NH2:12])[cH:6][cH:7][c:8]1[O:9][CH3:10]. Starting materials: ClC1=C2C=C(C(=NC2=CC=N1)C1=CC=C(C=C1)CN1CCC(CC1)C1=NN=C(N1)C1=NC=CC=C1)C1=CC=CC=C1 (5-Chloro-3-phenyl-2-{4-[4-(5-pyridin-2-yl-4H-[1,2,4]triazol-3-yl)-piperidin-1-ylmethyl]-phenyl}-[1,6]naphthyridine), NN (hydrazine). Run in O1CCOCC1 (1,4-dioxane). Reaction conditions: temperature 100 celsius. The product is C1(=CC=CC=C1)C=1C(=NC2=CC=NC(=C2C1)NN)C1=CC=C(C=C1)CN1CCC(CC1)C1=NN=C(N1)C1=NC=CC=C1 ((3-Phenyl-2-{4-[4-(5-pyridin-2-yl-4H-[1,2,4]triazol-3-yl)-piperidin-1-ylmethyl]-phenyl}-[1,6]naphthyridin-5-yl)-hydrazine). RXN SMILES: Cl[C:2]1[N:11]=[CH:10][CH:9]=[C:8]2[C:3]=1[CH:4]=[C:5]([C:36]1[CH:41]=[CH:40][CH:39]=[CH:38][CH:37]=1)[C:6]([C:12]1[CH:17]=[CH:16][C:15]([CH2:18][N:19]3[CH2:24][CH2:23][CH:22]([C:25]4[NH:29][C:28]([C:30]5[CH:35]=[CH:34][CH:33]=[CH:32][N:31]=5)=[N:27][N:26]=4)[CH2:21][CH2:20]3)=[CH:14][CH:13]=1)=[N:7]2.[NH2:42][NH2:43]>O1CCOCC1>[C:36]1([C:5]2[C:6]([C:12]3[CH:13]=[CH:14][C:15]([CH2:18][N:19]4[CH2:24][CH2:23][CH:22]([C:25]5[NH:29][C:28]([C:30]6[CH:35]=[CH:34][CH:33]=[CH:32][N:31]=6)=[N:27][N:26]=5)[CH2:21][CH2:20]4)=[CH:16][CH:17]=3)=[N:7][C:8]3[C:3]([CH:4]=2)=[C:2]([NH:42][NH2:43])[N:11]=[CH:10][CH:9]=3)[CH:37]=[CH:38][CH:39]=[CH:40][CH:41]=1. Reported procedure: A suspension of 8-8 (4.3 g, 7.7 mmol) in 30 mL 1,4-dioxane and hydrazine (7.4 g, 231.1 mmol) was heated in a microwave reactor at 100° C. for 5 mins. The mixture was cooled and concentrated to remove solvents. Toluene 40 mL (×3) was added and removed under vacuum to remove the residual hydrazine. The desired product 8-9 was obtained as a solid. Reactants: OC[C@H](O)[C@@H](O)[C@H](O)[C@H](O)CO (D-sorbitol), OCC(=O)[C@@H](O)[C@H](O)[C@@H](O)CO (L-sorbose). Yields the product OC=1[C@H](OC(C1O)=O)[C@H](CO)O (Vitamin C). RXN SMILES: [OH:1][CH2:2][C@@H:3]([C@H:5]([C@@H:7]([C@@H:9]([CH2:11][OH:12])[OH:10])[OH:8])[OH:6])[OH:4].OCC([C@H]([C@@H]([C@H](CO)O)O)O)=O>>[OH:8][C:7]1[C@@H:5]([C@@H:3]([OH:4])[CH2:2][OH:1])[O:6][C:11](=[O:12])[C:9]=1[OH:10]. Reported procedure: A series of resting cell reactions (0.5 ml reaction mixture in 5 ml reaction tube) was carried out with 2% D-sorbitol or with 2% L-sorbose, and all reaction mixtures further contained 0.3% NaCl, 1% CaCO3 and cells at a final concentration of 5 absorbance units at 600 nanometers (OD600). After 20 h incubation time, G. oxydans DSM 17078 produced 270 mg/l or 670 mg/l of Vitamin C, respectively from 2% D-sorbitol or 2% L-sorbose, respectively. In comparison, strain G. oxydans DSM 17078-dSMS 05 produ... Run at temperature 25 celsius, time 2 hour. The solvent is CN(C)C=O (DMF), CN(C)C=O (DMF), CN(C)C=O (DMF), CN(C)C=O (DMF), CN(C)C=O (DMF), CN(C)C=O (DMF). The reagents and catalysts are CN(C)C(=[N+](C)C)ON1C2=C(C=CC(=C2)Cl)N=N1.F[P-](F)(F)(F)(F)F (HCTU), CCN(C(C)C)C(C)C (DIPEA). Yields the product Cc1ccc(C(=O)Nc2ccccc2C)cc1. As a reaction SMILES: Cc1ccccc1N.Cc1ccc(C(=O)O)cc1.CN(C)C(=[N+](C)C)ON1C2=C(C=CC(=C2)Cl)N=N1.F[P-](F)(F)(F)(F)F.CCN(C(C)C)C(C)C.CN(C)C=O>>Cc1ccc(C(=O)Nc2ccccc2C)cc1. The yield is 99.3%. Reactants: Cc1ccc(C(=O)O)cc1, Cc1ccccc1N. Starting materials: O (H2O), FC1=CC(=C(N)C=C1F)[N+](=O)[O-] (4,5-difluoro-2-nitroaniline), ClN1C(CCC1=O)=O (N-chlorosuccinimide). Solvent: CN(C)C=O (DMF), CN(C)C=O (DMF). Run at time 48 hour. The product is ClC1=C(N)C(=CC(=C1F)F)[N+](=O)[O-] (2-Chloro-3,4-difluoro-6-nitroaniline), yellow crystalline solid. The yield is 27.0%. As a reaction SMILES: [F:1][C:2]1[C:8]([F:9])=[CH:7][C:5]([NH2:6])=[C:4]([N+:10]([O-:12])=[O:11])[CH:3]=1.[Cl:13]N1C(=O)CCC1=O.O>CN(C=O)C>[Cl:13][C:7]1[C:8]([F:9])=[C:2]([F:1])[CH:3]=[C:4]([N+:10]([O-:12])=[O:11])[C:5]=1[NH2:6]. Reported procedure: 2-Chloro-3,4-difluoro-6-nitroaniline was prepared using an adaptation of the method of Mitchell et al. (Mitchell, R. H. et al., J. Org. Chem. 44: 4733 (1979)). To a solution of 4,5-difluoro-2-nitroaniline (500 mg, 2.87 mmol) in DMF (16 mL) under N2 was added N-chlorosuccinimide (401 mg, 3.00 mmol) in DMF. The reaction was allowed to stir 48 h. The solution was then poured into 75 mL H2O. the cloudy orange suspension which formed was then extracted with 4×25 mL of methylene chloride. The combined...